Dataset: the Open Reaction Database (ORD), a public repository of structured organic reaction records. Task: describe an organic reaction: reactants, conditions, products, and yield The reactants are BrC(C(=O)OC)CCCC (Methyl 2-bromocaproate), [F-].[K+] (potassium fluoride). The solvent is C(C)(=O)N (acetamide). Conditions: temperature 105 celsius, time 6 hour. Product: FC(C(=O)OC)CCCC (Methyl 2-fluorocaproate). RXN SMILES: Br[CH:2]([CH2:7][CH2:8][CH2:9][CH3:10])[C:3]([O:5][CH3:6])=[O:4].[F-:11].[K+]>C(N)(=O)C>[F:11][CH:2]([CH2:7][CH2:8][CH2:9][CH3:10])[C:3]([O:5][CH3:6])=[O:4] |f:1.2|. Reported procedure: Methyl 2-bromocaproate (40 g) was added to anhydrous potassium fluoride (23 g) in acetamide (23 g) kept at 105° C. The mixture was vigorously stirred at 105° C. for 6 hours. The crude product obtained after the conventional work-up was distilled. Yield; 20 g (71 %), b.p.; 66° C./20 mmHg Reactants: CC(=O)O, NC1CCC(C(c2ccccc2)c2ccccc2)OC1, Fc1ccc(CNC2CCOC(C(c3ccccc3)c3ccccc3)C2)cc1, ClCCCl, O=Cc1ccc([N+](=O)[O-])cc1. Yields the product O=[N+]([O-])c1ccc(CNC2CCC(C(c3ccccc3)c3ccccc3)OC2)cc1. As a reaction SMILES: [CH3:32][C:33](=[O:34])[OH:35].[CH:1]([c:2]1[cH:3][cH:4][cH:5][cH:6][cH:7]1)([c:8]1[cH:9][cH:10][cH:11][cH:12][cH:13]1)[CH:14]1[CH2:15][CH2:16][CH:17]([NH2:20])[CH2:18][O:19]1.[CH:40]([CH:41]1[CH2:42][CH:43]([NH:44][CH2:45][c:46]2[cH:47][cH:48][c:49]([F:50])[cH:51][cH:52]2)[CH2:53][CH2:54][O:55]1)([c:56]1[cH:57][cH:58][cH:59][cH:60][cH:61]1)[c:62]1[cH:63][cH:64][cH:65][cH:66][cH:67]1.[Cl:36][CH2:37][CH2:38][Cl:39].[N+:21](=[O:22])([O-:23])[c:24]1[cH:25][cH:26][c:27]([CH:28]=[O:29])[cH:30][cH:31]1>>[CH:1]([c:2]1[cH:3][cH:4][cH:5][cH:6][cH:7]1)([c:8]1[cH:9][cH:10][cH:11][cH:12][cH:13]1)[CH:14]1[CH2:15][CH2:16][CH:17]([NH:20][CH2:28][c:27]2[cH:26][cH:25][c:24]([N+:21](=[O:22])[O-:23])[cH:31][cH:30]2)[CH2:18][O:19]1. Reactants: FC(C(=O)OC(C(F)(F)F)=O)(F)F (trifluoroacetic anhydride), Cl (HCl), O[C@]1(C(C)=O)CC[C@H]2[C@@H]3CCC4=CC(CC[C@]4(C)[C@H]3CC[C@]12C)=O (17α-hydroxypregn-4-ene-3,20-dione), C1(=CC=CC=C1)C (Toluene). The solvent is CO (methanol). Run at temperature 60 celsius, time 15 minute. The product is ClCC(=O)O[C@]1(C(C)=O)CC[C@H]2[C@@H]3CCC4=CC(CC[C@]4(C)[C@H]3CC[C@]12C)=O (17α-chloroacetoxy-pregn-4-ene-3,20-dione). RXN SMILES: F[C:2](F)(F)[C:3]([O:5]C(=O)C(F)(F)F)=O.[OH:14][C@:15]1([C@:35]2([CH3:36])[C@H:21]([C@H:22]3[C@H:32]([CH2:33][CH2:34]2)[C@:30]2([CH3:31])[C:25](=[CH:26][C:27](=[O:37])[CH2:28][CH2:29]2)[CH2:24][CH2:23]3)[CH2:20][CH2:19]1)[C:16](=[O:18])[CH3:17].C1(C)C=CC=CC=1.[ClH:45]>CO>[Cl:45][CH2:2][C:3]([O:14][C@:15]1([C@:35]2([CH3:36])[C@H:21]([C@H:22]3[C@H:32]([CH2:33][CH2:34]2)[C@:30]2([CH3:31])[C:25](=[CH:26][C:27](=[O:37])[CH2:28][CH2:29]2)[CH2:24][CH2:23]3)[CH2:20][CH2:19]1)[C:16](=[O:18])[CH3:17])=[O:5]. Procedure details: A mixture of 3-/N,N-bis(2-chloroethyl)amino/-4-methylbenzoic acid (27.6 g) and trifluoroacetic anhydride (21.0 g) is heated under stirring at 60° C. for 15 min. To the mixture 17α-hydroxypregn-4-ene-3,20-dione (16.5 g) is added and the mixture is heated under stirring at 80° C. for 5 h. Toluene (150 ml) is added, the solution is filtered, and to the filtrate chloroform (200 ml) is added. After washing with H2O and aq. NaHCO3, drying, and evaporation an oil is obtained, to which a mixture of meth... Reactants: N1CCCC1 (pyrrolidine), O1C(CONC(OC(C)(C)C)=O)C1 (tert-butyl N-(2,3-epoxypropoxy)carbamate), [Cl-].[NH4+] (ammonium chloride). Solvent: CO (methanol). Reaction conditions: time 14 hour. Product: OC(CONC(OC(C)(C)C)=O)CN1CCCC1 (tert-butyl N-(2-hydroxy-3-pyrrolidinylpropoxy)carbamate). Yield: 88.0%. RXN SMILES: [O:1]1[CH2:13][CH:2]1[CH2:3][O:4][NH:5][C:6](=[O:12])[O:7][C:8]([CH3:11])([CH3:10])[CH3:9].[NH:14]1[CH2:18][CH2:17][CH2:16][CH2:15]1.[Cl-].[NH4+]>CO>[OH:1][CH:2]([CH2:13][N:14]1[CH2:18][CH2:17][CH2:16][CH2:15]1)[CH2:3][O:4][NH:5][C:6](=[O:12])[O:7][C:8]([CH3:11])([CH3:10])[CH3:9] |f:2.3|. Procedure details: A 150 mg (0.79 mmol) portion of tert-butyl N-(2,3-epoxypropoxy)carbamate was dissolved in 1 ml of methanol, and the solution was mixed with 0.08 ml (0.95 mmol) of pyrrolidine and stirred at room temperature for 14 hours. The reaction solution was mixed with a saturated ammonium chloride aqueous solution and extracted with chloroform. The chloroform layer was washed with saturated brine and dried with anhydrous sodium sulfate, and then the solvent was evaporated under reduced pressure to obtain 1...